Dataset: the Open Reaction Database (ORD), a public repository of structured organic reaction records. Task: describe an organic reaction: reactants, conditions, products, and yield Reactants: C(C)(C)(C)OC(=O)N(CCOC)S(=O)(=O)ON1C(CCC1=O)=O (N-(N-t-butoxycarbonyl-N-(2-methoxyethyl)aminosulfonyloxy)succinimide), FC(C(=O)O)(F)F (trifluoroacetic acid). Solvent: ClCCl (dichloromethane). Run at temperature 0 celsius, time 2 hour. The product is COCCNS(=O)(=O)ON1C(CCC1=O)=O (N-(2-methoxyethylaminosulfonyloxy)succinimide). Isolated yield 104.1%. RXN SMILES: C(OC([N:8]([S:13]([O:16][N:17]1[C:21](=[O:22])[CH2:20][CH2:19][C:18]1=[O:23])(=[O:15])=[O:14])[CH2:9][CH2:10][O:11][CH3:12])=O)(C)(C)C.FC(F)(F)C(O)=O>ClCCl>[CH3:12][O:11][CH2:10][CH2:9][NH:8][S:13]([O:16][N:17]1[C:18](=[O:23])[CH2:19][CH2:20][C:21]1=[O:22])(=[O:15])=[O:14]. Procedure details: To a solution of N-(N-t-butoxycarbonyl-N-(2-methoxyethyl)aminosulfonyloxy)succinimide (200 mg) in dichloromethane (2 ml) was added trifluoroacetic acid (2 ml) under ice-water cooling and the mixture was stirred at 0° C. for 2 hours. The solution was evaporated in vacuo to give N-(2-methoxyethylaminosulfonyloxy)succinimide as a colorless amorphous powder (149 mg). Reactants: CCOC(=O)N=C=S, CC#N, CN(C)CC(=O)Nc1ccccc1N. Yields the product CCOC(=O)NC(=S)Nc1ccccc1NC(=O)CN(C)C. As a reaction SMILES: [CH2:15]([CH3:16])[O:17][C:18](=[O:19])[N:20]=[C:21]=[S:22].[CH3:23][C:24]#[N:25].[NH2:1][c:2]1[c:3]([NH:8][C:9]([CH2:10][N:11]([CH3:12])[CH3:13])=[O:14])[cH:4][cH:5][cH:6][cH:7]1>>[NH:1]([c:2]1[c:3]([NH:8][C:9]([CH2:10][N:11]([CH3:12])[CH3:13])=[O:14])[cH:4][cH:5][cH:6][cH:7]1)[C:21]([NH:20][C:18]([O:17][CH2:15][CH3:16])=[O:19])=[S:22]. Starting materials: CC#N, CSC(=C[N+](=O)[O-])NCCSCc1[nH]cnc1C, C#CC(C)N. Yields the product C#CC(C)NC(=C[N+](=O)[O-])NCCSCc1[nH]cnc1C. As a reaction SMILES: [CH3:24][C:25]#[N:26].[N+:1](=[O:2])([O-:3])[CH:4]=[C:5]([NH:6][CH2:7][CH2:8][S:9][CH2:10][c:11]1[c:12]([CH3:16])[n:13][cH:14][nH:15]1)[S:17][CH3:18].[NH2:19][CH:20]([C:21]#[CH:22])[CH3:23]>>[N+:1](=[O:2])([O-:3])[CH:4]=[C:5]([NH:6][CH2:7][CH2:8][S:9][CH2:10][c:11]1[c:12]([CH3:16])[n:13][cH:14][nH:15]1)[NH:19][CH:20]([C:21]#[CH:22])[CH3:23]. The reactants are C(C)N1C[C@H]([C@@H](C1)NC)O (trans-1-ethyl-4-methylamino-3-pyrrolidinol), C([O-])([O-])=O.[K+].[K+] (potassium carbonate), O (water), ClC1=CC=C(C(=O)Cl)C=C1 (p-chlorobenzoyl chloride). Solvent: C(Cl)Cl (methylene chloride), C(Cl)Cl (methylene chloride). Conditions: temperature -5 celsius, time 18 hour. Product: ClC1=CC=C(C(=O)N(C)[C@@H]2CN(C[C@H]2O)CC)C=C1 (Trans-4-chloro-N-(1-ethyl-4-hydroxy-3-pyrrolidinyl)-N-methylbenzamide). Isolated yield 74.9%. As a reaction SMILES: [CH2:1]([N:3]1[CH2:7][C@@H:6]([NH:8][CH3:9])[C@H:5]([OH:10])[CH2:4]1)[CH3:2].C(=O)([O-])[O-].[K+].[K+].[Cl:17][C:18]1[CH:26]=[CH:25][C:21]([C:22](Cl)=[O:23])=[CH:20][CH:19]=1.O>C(Cl)Cl>[Cl:17][C:18]1[CH:26]=[CH:25][C:21]([C:22]([N:8]([C@H:6]2[C@H:5]([OH:10])[CH2:4][N:3]([CH2:1][CH3:2])[CH2:7]2)[CH3:9])=[O:23])=[CH:20][CH:19]=1 |f:1.2.3|. Reported procedure: A solution of 17.0 g (118 mmoles) of trans-1-ethyl-4-methylamino-3-pyrrolidinol in 180 ml of methylene chloride was mixed with 15 g of powdered anhydrous potassium carbonate and cooled to -5° C. The mixture was kept at or below 0° C. while a solution of 20.6 g (118 mmoles) of p-chlorobenzoyl chloride in 100 ml of methylene chloride was added dropwise. After the mixture was stirred at ambient temperature for 18 hr, it was poured into 100 ml of water. The organic layer was separated, dried and con... Reactants: OC[C@@H]1N(CCC1)C=1C(=NC2=CC=C(C=C2N1)C(=O)OC)C1=CC=CC=C1 ((R)-methyl 3-(2-(hydroxymethyl)pyrrolidin-1-yl)-2-phenylquinoxaline-6-carboxylate), [OH-].[Na+] (sodium hydroxide). Solvent: CO.O (methanol H2O). Conditions: temperature 70 celsius, time 5 hour. Product: OC[C@@H]1N(CCC1)C=1C(=NC2=CC=C(C=C2N1)C(=O)O)C1=CC=CC=C1 ((R)-3-(2-(hydroxymethyl)pyrrolidin-1-yl)-2-phenylquinoxaline-6-carboxylic acid). RXN SMILES: [OH:1][CH2:2][C@H:3]1[CH2:7][CH2:6][CH2:5][N:4]1[C:8]1[C:9]([C:22]2[CH:27]=[CH:26][CH:25]=[CH:24][CH:23]=2)=[N:10][C:11]2[C:16]([N:17]=1)=[CH:15][C:14]([C:18]([O:20]C)=[O:19])=[CH:13][CH:12]=2.[OH-].[Na+]>CO.O>[OH:1][CH2:2][C@H:3]1[CH2:7][CH2:6][CH2:5][N:4]1[C:8]1[C:9]([C:22]2[CH:27]=[CH:26][CH:25]=[CH:24][CH:23]=2)=[N:10][C:11]2[C:16]([N:17]=1)=[CH:15][C:14]([C:18]([OH:20])=[O:19])=[CH:13][CH:12]=2 |f:1.2,3.4|. Reported procedure: Into a 100-mL round-bottom flask, was placed a solution of (R)-methyl 3-(2-(hydroxymethyl)pyrrolidin-1-yl)-2-phenylquinoxaline-6-carboxylate (120 mg, 0.33 mmol, 1.00 equiv) and sodium hydroxide (66 mg, 1.65 mmol, 4.99 equiv) in methanol/H2O (20/5 mL). The reaction was stirred for 5 h at 70° C. and concentrated to dryness. The residue was dissolved in 20 mL H2O and washed with 10 mL EtOAc. The pH of the aqueous layer was adjusted to 7 with 1N HCl and extracted with DCM/MeOH (10/1, 20 mL×5). The o... The reactants are CC12CCCc3cc(N)cc(c31)CCC2, CN(C)c1ccncc1, O=C(O)c1ccc(S(=O)(=O)Cl)cc1, Cl, c1ccccc1, c1ccncc1. Yields the product CC12CCCc3cc(NS(=O)(=O)c4ccc(C(=O)O)cc4)cc(c31)CCC2. Reaction SMILES: [CH3:1][C:2]12[CH2:3][CH2:4][CH2:5][c:6]3[cH:7][c:8]([NH2:15])[cH:9][c:10]([c:14]31)[CH2:11][CH2:12][CH2:13]2.[CH3:42][N:43]([CH3:44])[c:45]1[cH:46][cH:47][n:48][cH:49][cH:50]1.[Cl:22][S:23](=[O:24])(=[O:25])[c:26]1[cH:27][cH:28][c:29]([C:30](=[O:31])[OH:32])[cH:33][cH:34]1.[ClH:35].[cH:16]1[cH:17][cH:18][cH:19][cH:20][cH:21]1.[cH:36]1[cH:37][cH:38][n:39][cH:40][cH:41]1>>[CH3:1][C:2]12[CH2:3][CH2:4][CH2:5][c:6]3[cH:7][c:8]([NH:15][S:23](=[O:24])(=[O:25])[c:26]4[cH:27][cH:28][c:29]([C:30](=[O:31])[OH:32])[cH:33][cH:34]4)[cH:9][c:10]([c:14]31)[CH2:11][CH2:12][CH2:13]2. Reactants: CC(=O)O[BH-](OC(C)=O)OC(C)=O, O=CC=Cc1ccc(Cl)cc1, CC(Cl)Cl, NCc1ccc(F)c(F)c1, [Na+]. Yields the product Fc1ccc(CNCC=Cc2ccc(Cl)cc2)cc1F. As a reaction SMILES: [C:22]([O:23][BH-:24]([O:25][C:26](=[O:27])[CH3:28])[O:29][C:30](=[O:31])[CH3:32])(=[O:33])[CH3:34].[Cl:1][c:2]1[cH:3][cH:4][c:5]([CH:6]=[CH:7][CH:8]=[O:9])[cH:10][cH:11]1.[Cl:36][CH:37]([Cl:38])[CH3:39].[F:12][c:13]1[cH:14][c:15]([CH2:16][NH2:17])[cH:18][cH:19][c:20]1[F:21].[Na+:35]>>[Cl:1][c:2]1[cH:3][cH:4][c:5]([CH:6]=[CH:7][CH2:8][NH:17][CH2:16][c:15]2[cH:14][c:13]([F:12])[c:20]([F:21])[cH:19][cH:18]2)[cH:10][cH:11]1. Starting materials: 30, OCCN1C(N(C2=C1C=CC=C2)C)=O (1,3-dihydro-1-(2-hydroxyethyl)-3-methyl-2H-benzimidazol-2-one), S(=O)(Cl)Cl (thionyl chloride). Run in ClC(Cl)Cl (trichloromethane). Run at time 6 hour. The product is 18.2, ClCCN1C(N(C2=C1C=CC=C2)C)=O (1-(2-chloroethyl)-1,3-dihydro-3-methyl-2H-benzimidazol-2-one). RXN SMILES: O[CH2:2][CH2:3][N:4]1[C:8]2[CH:9]=[CH:10][CH:11]=[CH:12][C:7]=2[N:6]([CH3:13])[C:5]1=[O:14].S(Cl)([Cl:17])=O>ClC(Cl)Cl>[Cl:17][CH2:2][CH2:3][N:4]1[C:8]2[CH:9]=[CH:10][CH:11]=[CH:12][C:7]=2[N:6]([CH3:13])[C:5]1=[O:14]. Reported procedure: To a stirred mixture of 30 parts of 1,3-dihydro-1-(2-hydroxyethyl)-3-methyl-2H-benzimidazol-2-one and 600 parts of trichloromethane are added dropwise 200 parts of thionyl chloride. Upon completion, stirring is continued for 6 hours at reflux temperature. The reaction mixture is allowed to cool and the solvent is evaporated. The residue is crystallized from 2-propanol (activated charcoal), yielding 18.2 parts of 1-(2-chloroethyl)-1,3-dihydro-3-methyl-2H-benzimidazol-2-one.